From a dataset of the Open Reaction Database (ORD), a public repository of structured organic reaction records. describe an organic reaction: reactants, conditions, products, and yield Reactants: CCOC(=O)CC(O)Cc1cccc(C(=O)c2ccccc2)c1, CCO, [K+], [OH-], O. The product is O=C(O)CC(O)Cc1cccc(C(=O)c2ccccc2)c1. Reaction SMILES: [C:4]([c:5]1[cH:6][cH:7][cH:8][cH:9][cH:10]1)(=[O:11])[c:12]1[cH:13][c:14]([CH2:18][CH:19]([CH2:20][C:21](=[O:22])[O:23][CH2:24][CH3:25])[OH:26])[cH:15][cH:16][cH:17]1.[CH3:27][CH2:28][OH:29].[K+:3].[OH-:2].[OH2:1]>>[C:4]([c:5]1[cH:6][cH:7][cH:8][cH:9][cH:10]1)(=[O:11])[c:12]1[cH:13][c:14]([CH2:18][CH:19]([CH2:20][C:21](=[O:22])[OH:23])[OH:26])[cH:15][cH:16][cH:17]1. Reactants: ClC(=O)OCC1=CC=CC=C1 (benzyl chloroformate), compound 2, CS(=O)(=O)N(N(C(=O)OC1=CC=CC=C1)S(=O)(=O)C)CCCl (1,2-Bis(methylsulfonyl)-1-(2-chloroethyl)-2-(phenoxycarbonyl)hydrazine). Yields the product C(C1=CC=CC=C1)OC(=O)N(N(CCCl)S(=O)(=O)C)S(=O)(=O)C (2-Benzyloxycarbonyl-1,2-bis(methylsulfonyl)-1-(2-chloroethyl)hydrazine). RXN SMILES: Cl[C:2]([O:4][CH2:5][C:6]1[CH:11]=[CH:10][CH:9]=[CH:8][CH:7]=1)=[O:3].[CH3:12][S:13]([N:16]([CH2:31][CH2:32][Cl:33])[N:17]([S:27]([CH3:30])(=[O:29])=[O:28])C(OC1C=CC=CC=1)=O)(=[O:15])=[O:14]>>[CH2:5]([O:4][C:2]([N:17]([S:27]([CH3:30])(=[O:29])=[O:28])[N:16]([S:13]([CH3:12])(=[O:15])=[O:14])[CH2:31][CH2:32][Cl:33])=[O:3])[C:6]1[CH:11]=[CH:10][CH:9]=[CH:8][CH:7]=1. Procedure details: 2-Benzyloxycarbonyl-1,2-bis(methylsulfonyl)-1-(2-chloroethyl)hydrazine (compound 11) was prepared by reacting benzyl chloroformate with compound 2 using a procedure similar to that described for compound 10d. The compound was isolated as a thick oil in a yield of approximately 41.3% by weight. 1H NMR (acetone-d): δ 7.2-7.6 (5H, m, aromatic H), 5.4 (2H, s, ArCH2), 3.5-4.0 (4H, m, CH2CH2Cl), 3.4 and 3.1 (6H, 2s, 2 CH3SO2).